Dataset: the Open Reaction Database (ORD), a public repository of structured organic reaction records. Task: describe an organic reaction: reactants, conditions, products, and yield Starting materials: BrC=1C=CC2=C(CC(O2)C2CCN(CC2)C2=NC=C(C=N2)CCC)C1 (2-(4-(5-bromo-2,3-dihydrobenzofuran-2-yl)piperidin-1-yl)-5-propylpyrimidine), N1(CCNCC1)C(=O)OC(C)(C)C (tert-butyl piperazine-1-carboxylate), C(C)(C)(C)O[Na] (t-BuONa). Reagents/catalysts: C=1C=CC(=CC1)/C=C/C(=O)/C=C/C2=CC=CC=C2.C=1C=CC(=CC1)/C=C/C(=O)/C=C/C2=CC=CC=C2.C=1C=CC(=CC1)/C=C/C(=O)/C=C/C2=CC=CC=C2.[Pd].[Pd] (Pd2(dba)3), C=1C=CC(=CC1)P(C=2C=CC=CC2)C3=CC=C4C=CC=CC4=C3C5=C6C=CC=CC6=CC=C5P(C=7C=CC=CC7)C=8C=CC=CC8 (BINAP). The solvent is O (water), C1(=CC=CC=C1)C (toluene). Conditions: temperature 80 celsius, time 8 hour. Yields the product C(CC)C=1C=NC(=NC1)N1CCC(CC1)C1OC2=C(C1)C=C(C=C2)N2CCN(CC2)C(=O)OC(C)(C)C (tert-Butyl 4-(2-(1-(5-propylpyrimidin-2-yl)piperidin-4-yl)-2,3-dihydrobenzofuran-5-yl)piperazine-1-carboxylate). Yield: 75.8%. As a reaction SMILES: Br[C:2]1[CH:3]=[CH:4][C:5]2[O:9][CH:8]([CH:10]3[CH2:15][CH2:14][N:13]([C:16]4[N:21]=[CH:20][C:19]([CH2:22][CH2:23][CH3:24])=[CH:18][N:17]=4)[CH2:12][CH2:11]3)[CH2:7][C:6]=2[CH:25]=1.[N:26]1([C:32]([O:34][C:35]([CH3:38])([CH3:37])[CH3:36])=[O:33])[CH2:31][CH2:30][NH:29][CH2:28][CH2:27]1.C(O[Na])(C)(C)C>C1(C)C=CC=CC=1.O.C1C=CC(/C=C/C(/C=C/C2C=CC=CC=2)=O)=CC=1.C1C=CC(/C=C/C(/C=C/C2C=CC=CC=2)=O)=CC=1.C1C=CC(/C=C/C(/C=C/C2C=CC=CC=2)=O)=CC=1.[Pd].[Pd].C1C=CC(P(C2C(C3C(P(C4C=CC=CC=4)C4C=CC=CC=4)=CC=C4C=3C=CC=C4)=C3C(C=CC=C3)=CC=2)C2C=CC=CC=2)=CC=1>[CH2:22]([C:19]1[CH:18]=[N:17][C:16]([N:13]2[CH2:14][CH2:15][CH:10]([CH:8]3[CH2:7][C:6]4[CH:25]=[C:2]([N:29]5[CH2:28][CH2:27][N:26]([C:32]([O:34][C:35]([CH3:38])([CH3:37])[CH3:36])=[O:33])[CH2:31][CH2:30]5)[CH:3]=[CH:4][C:5]=4[O:9]3)[CH2:11][CH2:12]2)=[N:21][CH:20]=1)[CH2:23][CH3:24] |f:5.6.7.8.9|. Procedure details: To a degassed solution of 2-(4-(5-bromo-2,3-dihydrobenzofuran-2-yl)piperidin-1-yl)-5-propylpyrimidine (280 mg, 0.522 mmol), tert-butyl piperazine-1-carboxylate (389 mg, 2.088 mmol), t-BuONa (251 mg, 2.61 mmol), and BINAP (6.5 mg, 10.44 μmol) in toluene (5 mL) was added Pd2(dba)3 (28.7 mg, 0.031 mmol). Upon completion of addition, the reaction mixture was stirred in a sealed vial at 80° C. overnight. At the conclusion of this period, the reaction mixture was allowed to cool to room temperature. O... The reactants are CCOC(=O)C (EtOAc), FC1=CC=C(C=C1)NNC(=O)OCC (ethyl 2-(4-fluorophenyl)hydrazinecarboxylate), [H-].[H-].[H-].[H-].[Li+].[Al+3] (LiAlH4). The solvent is C1CCOC1 (THF), C1CCOC1 (THF). Reaction conditions: temperature 60 celsius. Yields the product FC1=CC=C(C=C1)NNC (1-(4-Fluorophenyl)-2-methylhydrazine). The yield is 74.4%. RXN SMILES: [H-].[H-].[H-].[H-].[Li+].[Al+3].[F:7][C:8]1[CH:13]=[CH:12][C:11]([NH:14][NH:15][C:16](OCC)=O)=[CH:10][CH:9]=1.CCOC(C)=O>C1COCC1>[F:7][C:8]1[CH:13]=[CH:12][C:11]([NH:14][NH:15][CH3:16])=[CH:10][CH:9]=1 |f:0.1.2.3.4.5|. Procedure details: To a mixture of LiAlH4 (1.1 g) in THF (15 mL) is added a solution of ethyl 2-(4-fluorophenyl)hydrazinecarboxylate (1.9 g, 9.59 mmol) in THF (10 mL) dropwise under nitrogen in an ice-salt bath. After the addition, the ice bath is removed and the mixture is heated to 60° C. overnight. The reaction is cooled and quenched with water. The precipitate is filtered and washed with EtOAc. The organic phase is separated, dried over Na2SO4, and concentrated. The residue is purified by flash chromatography,... Starting materials: CC(C)CNC(=O)c1cc(O)cc(Br)c1, O=C([O-])[O-], CCOC(C)=O, CC#N, O=C(O)C(F)(F)F, CC(C)I, [K+], [K+], CN(C)C=O, O. The product is CC(C)CNC(=O)c1cc(Br)cc(OC(C)C)c1. Reaction SMILES: [Br:8][c:9]1[cH:10][c:11]([C:12](=[O:13])[NH:14][CH2:15][CH:16]([CH3:17])[CH3:18])[cH:19][c:20]([OH:22])[cH:21]1.[C:27](=[O:28])([O-:29])[O-:30].[CH3:33][CH2:34][O:35][C:36](=[O:37])[CH3:38].[CH3:44][C:45]#[N:46].[F:1][C:2]([F:3])([F:4])[C:5]([OH:6])=[O:7].[I:23][CH:24]([CH3:25])[CH3:26].[K+:31].[K+:32].[O:39]=[CH:40][N:41]([CH3:42])[CH3:43].[OH2:47]>>[Br:8][c:9]1[cH:10][c:11]([C:12](=[O:13])[NH:14][CH2:15][CH:16]([CH3:17])[CH3:18])[cH:19][c:20]([O:22][CH:24]([CH3:25])[CH3:26])[cH:21]1. The reactants are F[B-](F)(F)F, NC1CCC(C(F)(F)F)CC1, Nc1nc(OCCO)c(C(=O)O)cc1[N+](=O)[O-], CN(C)C(On1nnc2ccccc21)=[N+](C)C. Product: Nc1nc(OCCO)c(C(=O)NC2CCC(C(F)(F)F)CC2)cc1[N+](=O)[O-]. As a reaction SMILES: [B-:29]([F:30])([F:31])([F:32])[F:33].[F:1][C:2]([CH:3]1[CH2:4][CH2:5][CH:6]([NH2:9])[CH2:7][CH2:8]1)([F:10])[F:11].[OH:12][CH2:13][CH2:14][O:15][c:16]1[c:17]([C:18](=[O:19])[OH:20])[cH:21][c:22]([N+:26](=[O:27])[O-:28])[c:23]([NH2:25])[n:24]1.[n:34]1([O:35][C:36]([N:37]([CH3:38])[CH3:39])=[N+:40]([CH3:41])[CH3:42])[c:43]2[cH:44][cH:45][cH:46][cH:47][c:48]2[n:49][n:50]1>>[F:1][C:2]([CH:3]1[CH2:4][CH2:5][CH:6]([NH:9][C:18]([c:17]2[c:16]([O:15][CH2:14][CH2:13][OH:12])[n:24][c:23]([NH2:25])[c:22]([N+:26](=[O:27])[O-:28])[cH:21]2)=[O:19])[CH2:7][CH2:8]1)([F:10])[F:11]. Starting materials: C(\C=C\C(=O)O)(=O)O (fumaric acid), C(\C=C\C(=O)O)(=O)O.CC1=C(C(=CC=C1)C)NC(CCCN1C=NC=C1)=O (N-(2,6-dimethylphenyl) -1H-imidazole-1-butanamide (E)-2-butenedioate). Run in CCOCC (ether), CO (methanol). The product is C(\C=C\C(=O)O)(=O)O.CC1=C(C(=CC=C1)C)NCCCCN1C=NC=C1 (N-(2,6-Dimethylphenyl)-1H-imidazole-1-butanamine(E)-2-butenedioate). Reaction SMILES: [C:1]([OH:8])(=[O:7])/[CH:2]=[CH:3]/[C:4]([OH:6])=[O:5].C(O)(=O)/C=C/C(O)=O.[CH3:17][C:18]1[CH:23]=[CH:22][CH:21]=[C:20]([CH3:24])[C:19]=1[NH:25][C:26](=O)[CH2:27][CH2:28][CH2:29][N:30]1[CH:34]=[CH:33][N:32]=[CH:31]1>CO.CCOCC>[C:1]([OH:8])(=[O:7])/[CH:2]=[CH:3]/[C:4]([OH:6])=[O:5].[CH3:24][C:20]1[CH:21]=[CH:22][CH:23]=[C:18]([CH3:17])[C:19]=1[NH:25][CH2:26][CH2:27][CH2:28][CH2:29][N:30]1[CH:34]=[CH:33][N:32]=[CH:31]1 |f:1.2,5.6|. Reported procedure: A solution of 27.27 g of N-(2,6-dimethylphenyl)-1H -imidazole-butanamide hydrobromide salt in 250 ml of dry tetrahydrofuran was added dropwise with stirring to 530 ml of 1 molar borane in tetrahydrofuran and the resulting solution was heated to reflux for 2 hours. After cooling, excess methanol was added to decompose the remaining borane and the solution was evaporated to dryness. The residue was acidified by the cautions addition of 285 ml of 2N hydrochloric acid and was warmed on the steam bat... Reactants: C(=O)(O)[O-].[Na+] (NaHCO3), NC=1C(=NC(=C(C1)F)C1=C(C=CC=C1F)F)C(=O)OC (methyl 3-amino-6-(2,6-difluorophenyl)-5-fluoropicolinate), Cl (HCl), [Li+].[OH-] (LiOH). The solvent is C1CCOC1 (THF), CO (MeOH). Conditions: time 1.5 hour. The product is NC=1C(=NC(=C(C1)F)C1=C(C=CC=C1F)F)C(=O)O (3-amino-6-(2,6-difluorophenyl)-5-fluoropicolinic acid). RXN SMILES: C([O-])(O)=O.[Na+].[NH2:6][C:7]1[C:8]([C:22]([O:24]C)=[O:23])=[N:9][C:10]([C:14]2[C:19]([F:20])=[CH:18][CH:17]=[CH:16][C:15]=2[F:21])=[C:11]([F:13])[CH:12]=1.[Li+].[OH-].Cl>C1COCC1.CO>[NH2:6][C:7]1[C:8]([C:22]([OH:24])=[O:23])=[N:9][C:10]([C:14]2[C:19]([F:20])=[CH:18][CH:17]=[CH:16][C:15]=2[F:21])=[C:11]([F:13])[CH:12]=1 |f:0.1,3.4|. Procedure details: To a solution of methyl 3-amino-5-fluoropicolinate (1.0 equiv.) in DME/2M Na2CO3 (3:1, 0.05 M) equipped with microwave vial was added 2,6-difluorophenylboronic acid (3.0 equiv.) and Pd(dppf)Cl2-DCM (0.1 equiv.). The reaction mixture was heated to 140° C. for 10 min in microwave reactor. After 2,6-difluorophenylboronic acid (3.0 equiv.) was added more, the reaction mixture was heated once more to 140° C. for 10 min in microwave reactor. After the reaction mixture was cooled to room temperature, H... Yields the product C(CCCCCCCCCCCCCCC)OCC(OCCCCCCCCCCCCCCCC)COCC1=CC(=CC=C1)C1CO1 (1,2-Di-O-(n-hexadecyl)-3-O-[3-(1,2-epoxyethyl)-benzyl]-glycerol). Run in O1CCCC1 (tetrahydrofuran), CS(=O)C (dimethylsulfoxide), O1CCCC1 (Tetrahydrofuran), O (water). RXN SMILES: [H-].[Na+].[H][H].[I-].[CH3:6][S+](C)C.[CH2:10]([O:26][CH2:27][CH:28]([CH2:46][O:47][CH2:48][C:49]1[CH:54]=[CH:53][CH:52]=[C:51]([CH:55]=[O:56])[CH:50]=1)[O:29][CH2:30][CH2:31][CH2:32][CH2:33][CH2:34][CH2:35][CH2:36][CH2:37][CH2:38][CH2:39][CH2:40][CH2:41][CH2:42][CH2:43][CH2:44][CH3:45])[CH2:11][CH2:12][CH2:13][CH2:14][CH2:15][CH2:16][CH2:17][CH2:18][CH2:19][CH2:20][CH2:21][CH2:22][CH2:23][CH2:24][CH3:25]>CS(C)=O.O1CCCC1.O>[CH2:10]([O:26][CH2:27][CH:28]([CH2:46][O:47][CH2:48][C:49]1[CH:54]=[CH:53][CH:52]=[C:51]([CH:55]2[O:56][CH2:6]2)[CH:50]=1)[O:29][CH2:30][CH2:31][CH2:32][CH2:33][CH2:34][CH2:35][CH2:36][CH2:37][CH2:38][CH2:39][CH2:40][CH2:41][CH2:42][CH2:43][CH2:44][CH3:45])[CH2:11][CH2:12][CH2:13][CH2:14][CH2:15][CH2:16][CH2:17][CH2:18][CH2:19][CH2:20][CH2:21][CH2:22][CH2:23][CH2:24][CH3:25] |f:0.1,3.4|. Procedure details: Sodium hydride (3.23 g of a 57% dispersion in mineral oil, 0.067 moles) was suspended in dimethylsulfoxide (117 ml) and heated at 70°-75° C. under a nitrogen atmosphere for about 45 minutes, until hydrogen evolution stopped. Tetrahydrofuran (88 ml) was added, and the mixture was cooled to 0°-5° C. Trimethylsulfonium iodide (13.67 g, 0.067 mol) was added in portions, followed by the rapid addition of 1,2-di-O-(n-hexadecyl)-3-O-(3-formylbenzyl)-glycerol (7.0 g, 0.0106 mol) in tetrahydrofuran (58 m... Starting materials: C(CCCCCCCCCCCCCCC)OCC(OCCCCCCCCCCCCCCCC)COCC1=CC(=CC=C1)C=O (1,2-di-O-(n-hexadecyl)-3-O-(3-formylbenzyl)-glycerol), [H-].[Na+] (Sodium hydride), [H][H] (hydrogen), [I-].C[S+](C)C (Trimethylsulfonium iodide). Conditions: time 16 hour. The yield is 98.1%. The reactants are OCC=1N=NN(C1)C1=C(CNC(OC(C)(C)C)=O)C=CC=C1 (tert-butyl 2-(4-(hydroxymethyl)-1H-1,2,3-triazol-1-yl)benzylcarbamate). The reagents and catalysts are O=[Mn]=O (MnO2). Solvent: C(Cl)Cl (CH2Cl2). Conditions: time 18 hour. Product: C(=O)C=1N=NN(C1)C1=C(CNC(OC(C)(C)C)=O)C=CC=C1 (tert-butyl 2-(4-formyl-1H-1,2,3-triazol-1-yl)benzylcarbamate). Yield: 25.0%. Reaction SMILES: [OH:1][CH2:2][C:3]1[N:4]=[N:5][N:6]([C:8]2[CH:22]=[CH:21][CH:20]=[CH:19][C:9]=2[CH2:10][NH:11][C:12](=[O:18])[O:13][C:14]([CH3:17])([CH3:16])[CH3:15])[CH:7]=1>C(Cl)Cl.O=[Mn]=O>[CH:2]([C:3]1[N:4]=[N:5][N:6]([C:8]2[CH:22]=[CH:21][CH:20]=[CH:19][C:9]=2[CH2:10][NH:11][C:12](=[O:18])[O:13][C:14]([CH3:17])([CH3:16])[CH3:15])[CH:7]=1)=[O:1]. Procedure details: To a solution of tert-butyl 2-(4-(hydroxymethyl)-1H-1,2,3-triazol-1-yl)benzylcarbamate, 13, (2.5 g, 8.31 mmol) in CH2Cl2 (10 mL) was added MnO2 (5.0 g, 57.5 mmol). The reaction mixture was stirred at room temperature for 18 h. The crude reaction mixture was then filtered through a plug of Celite® and then concentrated in vacuo. The crude material was purified by silica gel chromatography (0-5% methanol/dichloromethane) yielding 610 mg (25%) of 14: ESI+ MS: m/z (rel intensity) 225 (100, M+Na).